This data is from the Open Reaction Database (ORD), a public repository of structured organic reaction records. The task is: describe an organic reaction: reactants, conditions, products, and yield Reactants: CC1=C(C=CC(=C1)C)N1CCN(CC1)C(=O)C1=CC=C(C=C1)N1CC(CC1=O)C(=O)O (1-{4-[4-(2,4-dimethylphenyl)piperazine-1-carbonyl]phenyl}-5-oxopyrrolidine-3-carboxylic acid), O1CCN(CC1)C1CCNCC1 (4-morpholinopiperidine). Product: CC1=C(C=CC(=C1)C)N1CCN(CC1)C(=O)C1=CC=C(C=C1)N1C(CC(C1)C(=O)N1CCC(CC1)N1CCOCC1)=O (1-{4-[4-(2,4-dimethylphenyl)piperazine-1-carbonyl]phenyl}-4-(4-morpholin-4-ylpiperidine-1-carbonyl)pyrrolidin-2-one). The yield is 62.4%. As a reaction SMILES: [CH3:1][C:2]1[CH:7]=[C:6]([CH3:8])[CH:5]=[CH:4][C:3]=1[N:9]1[CH2:14][CH2:13][N:12]([C:15]([C:17]2[CH:22]=[CH:21][C:20]([N:23]3[C:27](=[O:28])[CH2:26][CH:25]([C:29]([OH:31])=O)[CH2:24]3)=[CH:19][CH:18]=2)=[O:16])[CH2:11][CH2:10]1.[O:32]1[CH2:37][CH2:36][N:35]([CH:38]2[CH2:43][CH2:42][NH:41][CH2:40][CH2:39]2)[CH2:34][CH2:33]1>>[CH3:1][C:2]1[CH:7]=[C:6]([CH3:8])[CH:5]=[CH:4][C:3]=1[N:9]1[CH2:14][CH2:13][N:12]([C:15]([C:17]2[CH:22]=[CH:21][C:20]([N:23]3[CH2:24][CH:25]([C:29]([N:41]4[CH2:42][CH2:43][CH:38]([N:35]5[CH2:36][CH2:37][O:32][CH2:33][CH2:34]5)[CH2:39][CH2:40]4)=[O:31])[CH2:26][C:27]3=[O:28])=[CH:19][CH:18]=2)=[O:16])[CH2:11][CH2:10]1. Reported procedure: Using 1-{4-[4-(2,4-dimethylphenyl)piperazine-1-carbonyl]phenyl}-5-oxopyrrolidine-3-carboxylic acid (100 mg) described in Example 333 and 4-morpholinopiperidine (44 mg) and by the reaction and treatment in the same manner as in Example 87, the title compound (85 mg) was obtained.